This data is from the Open Reaction Database (ORD), a public repository of structured organic reaction records. The task is: describe an organic reaction: reactants, conditions, products, and yield Reactants: CN1C(C(=CC=C1C(F)(F)F)C(=O)O)=O (1,2-dihydro-1-methyl-2-oxo-6-(trifluoromethyl)pyridine-3-carboxylic acid), S(=O)(Cl)Cl (thionyl chloride). The product is CN1C(C(=CC=C1C(F)(F)F)C(=O)Cl)=O (1,2-dihydro-1-methyl-2-oxo-6-(trifluoromethyl)pyridine-3-carbonyl chloride). RXN SMILES: [CH3:1][N:2]1[C:7]([C:8]([F:11])([F:10])[F:9])=[CH:6][CH:5]=[C:4]([C:12](O)=[O:13])[C:3]1=[O:15].S(Cl)([Cl:18])=O>>[CH3:1][N:2]1[C:7]([C:8]([F:11])([F:10])[F:9])=[CH:6][CH:5]=[C:4]([C:12]([Cl:18])=[O:13])[C:3]1=[O:15]. Reported procedure: 1,2-dihydro-1-methyl-2-oxo-6-(trifluoromethyl)pyridine-3-carboxylic acid (11.2 g, 50.6 mmol) was dissolved in thionyl chloride (70 mL), and the mixture was refluxed for 2 hours. The reaction solution was concentrated under reduced pressure to obtain 1,2-dihydro-1-methyl-2-oxo-6-(trifluoromethyl)pyridine-3-carbonyl chloride. The obtained acid chloride was dissolved in acetonitrile (80 mL), and added dropwise to a mixed solution of 1,3-cyclohexanedione (4.98 g, 44.4 mmol), triethylamine (5.4 g, 53... Starting materials: NC1=C(C(N(C(=N1)SCC)C1=CC=C(C=C1)OCC(F)(F)F)=O)Br (6-amino-5-bromo-2-(ethylsulfanyl)-3-[4-(2,2,2-trifluoroethoxy)phenyl]pyrimidin-4(3H)-one), SCC(=O)O (mercaptoacetic acid), C(O)([O-])=O.[Na+] (sodium hydrogen carbonate). The solvent is C1(=CC=CC=C1)C (toluene). Product: C(C)SC=1N(C(C=2SCC(NC2N1)=O)=O)C1=CC=C(C=C1)OCC(F)(F)F (2-(ethylsulfanyl)-3-[4-(2,2,2-trifluoroethoxy)phenyl]-3H-pyrimido[5,4-b][1,4]thiazine-4,7(6H,8H)-dione). Reaction SMILES: [NH2:1][C:2]1[N:7]=[C:6]([S:8][CH2:9][CH3:10])[N:5]([C:11]2[CH:16]=[CH:15][C:14]([O:17][CH2:18][C:19]([F:22])([F:21])[F:20])=[CH:13][CH:12]=2)[C:4](=[O:23])[C:3]=1Br.[SH:25][CH2:26][C:27](O)=[O:28].C(=O)([O-])O.[Na+]>C1(C)C=CC=CC=1>[CH2:9]([S:8][C:6]1[N:5]([C:11]2[CH:16]=[CH:15][C:14]([O:17][CH2:18][C:19]([F:22])([F:21])[F:20])=[CH:13][CH:12]=2)[C:4](=[O:23])[C:3]2[S:25][CH2:26][C:27](=[O:28])[NH:1][C:2]=2[N:7]=1)[CH3:10] |f:2.3|. Reported procedure: A solution of 6-amino-5-bromo-2-(ethylsulfanyl)-3-[4-(2,2,2-trifluoroethoxy)phenyl]pyrimidin-4(3H)-one (0.1 g) and mercaptoacetic acid (0.168 mL) in toluene (2 mL) was stirred at 170° C. for 2 hr under microwave irradiation. To the reaction mixture was added saturated aqueous sodium hydrogen carbonate solution, and the mixture was extracted with ethyl acetate. The extract was washed with saturated brine, and the solvent was evaporated under reduced pressure. The residue was purified by silica ge... Reactants: C(C)(C)(C)OC(NC1=CC=C(C=C1)CO)=O ((4-hydroxymethylphenyl)carbamic acid tert-butyl ester), O (water). The reagents and catalysts are [O-2].[O-2].[O-2].[Cr+6] (Chromium trioxide). The solvent is N1=CC=CC=C1 (pyridine), N1=CC=CC=C1 (pyridine). Reaction conditions: time 30 minute. Yields the product C(C)(C)(C)OC(NC1=CC=C(C=C1)C=O)=O ((4-Formylphenyl)carbamic acid tert-butyl ester). The yield is 61.1%. RXN SMILES: [C:1]([O:5][C:6](=[O:16])[NH:7][C:8]1[CH:13]=[CH:12][C:11]([CH2:14][OH:15])=[CH:10][CH:9]=1)([CH3:4])([CH3:3])[CH3:2].O>N1C=CC=CC=1.[O-2].[O-2].[O-2].[Cr+6]>[C:1]([O:5][C:6](=[O:16])[NH:7][C:8]1[CH:9]=[CH:10][C:11]([CH:14]=[O:15])=[CH:12][CH:13]=1)([CH3:4])([CH3:2])[CH3:3] |f:3.4.5.6|. Procedure details: Chromium trioxide (2.4 g) is added in portions to pyridine (29 mL) to maintain the temperature between 0°–10° C. A yellow suspension is formed. A solution of (4-hydroxymethylphenyl)carbamic acid tert-butyl ester (1.8 g) in pyridine (29 mL) is added dropwise to the yellow suspension. The reaction mixture is warmed to room temperature and stirred for 30 minutes. The reaction mixture is poured into water and extracted twice with ethyl acetate. The combined organics are washed with saturated aqueous... The reactants are C(C)(C)SC=1SC=C(N1)OS(=O)(=O)C (2-isopropylthio-4-methylsulfonyloxy-1,3-thiazole), S(=O)(=O)(Cl)Cl (sulfuryl chloride), aqueous solution, C([O-])([O-])=O.[Na+].[Na+] (sodium carbonate). Run in C(Cl)Cl (methylene chloride). Reaction conditions: time 2 hour. The product is C(C)(C)SC=1SC(=C(N1)OS(=O)(=O)C)Cl (2-isopropylthio-4-methylsulfonyloxy-5-chloro-1,3-thiazole). The yield is 50.3%. Reaction SMILES: [CH:1]([S:4][C:5]1[S:6][CH:7]=[C:8]([O:10][S:11]([CH3:14])(=[O:13])=[O:12])[N:9]=1)([CH3:3])[CH3:2].S(Cl)([Cl:18])(=O)=O.C(=O)([O-])[O-].[Na+].[Na+]>C(Cl)Cl>[CH:1]([S:4][C:5]1[S:6][C:7]([Cl:18])=[C:8]([O:10][S:11]([CH3:14])(=[O:12])=[O:13])[N:9]=1)([CH3:3])[CH3:2] |f:2.3.4|. Reported procedure: 3.5 g of 2-isopropylthio-4-methylsulfonyloxy-1,3-thiazole (No. 171) was dissolved in 50 ml of methylene chloride. 2 g of sulfuryl chloride was added dropwise to the solution keeping the temperature below 0° C., followed by stirring at room temperature for 2 hours. Then, 20% aqueous solution of sodium carbonate was added to the reaction mixture to cease the reaction, and the methylene chloride layer was separated and washed with water, followed by drying over anhydrous sodium sulfate. The oil obt... Reaction conditions: temperature 25 celsius, time 12 hour. Starting materials: C[Zn](C)(C)([Li])([Li])c1ccccc1 (effective_coupling_partner), CC(C)[Si](C)(C)Oc2ccc1ccccc1c2 (substrate). Product: c3ccc(c2ccc1ccccc1c2)cc3. Reagents/catalysts: PCy3. The reactants are C(C1=CC=CC=C1)N1C(=NC2=C(C1=O)C=C(S2)Br)C(CC)NCCN(C)C (3-benzyl-6-bromo-2-(1-{[2-(dimethylamino)ethyl]amino}propyl)thieno[2,3-d]pyrimidin-4(3H)-one). The reagents and catalysts are [Pd] (Pd/C). Run in C(C)(=O)OCC (ethyl acetate). Reaction conditions: time 3 hour. Product: C(C1=CC=CC=C1)N1C(=NC2=C(C1=O)C=CS2)C(CC)NCCN(C)C (3-benzyl-2-(1-{[2-(dimethylamino)ethyl]amino}propyl)thieno[2,3-d]pyrimidin-4(3H)-one). As a reaction SMILES: [CH2:1]([N:8]1[C:13](=[O:14])[C:12]2[CH:15]=[C:16](Br)[S:17][C:11]=2[N:10]=[C:9]1[CH:19]([NH:22][CH2:23][CH2:24][N:25]([CH3:27])[CH3:26])[CH2:20][CH3:21])[C:2]1[CH:7]=[CH:6][CH:5]=[CH:4][CH:3]=1>C(OCC)(=O)C.[Pd]>[CH2:1]([N:8]1[C:13](=[O:14])[C:12]2[CH:15]=[CH:16][S:17][C:11]=2[N:10]=[C:9]1[CH:19]([NH:22][CH2:23][CH2:24][N:25]([CH3:27])[CH3:26])[CH2:20][CH3:21])[C:2]1[CH:3]=[CH:4][CH:5]=[CH:6][CH:7]=1. Procedure details: A mixture of 3-benzyl-6-bromo-2-(1-{[2-(dimethylamino)ethyl]-amino}propyl)thieno[2,3-d]pyrimidin-4(3H)-one (2-8, 17 mg, 0.38 mmol, 1 equiv) and 10% Pd/C in ethyl acetate (5 mL) was hydrogenated at 1 atm. for 3 h. The mixture was filtered and the filtrate concentrated to provide 3-benzyl-2-(1-{[2-(dimethylamino)ethyl]amino}propyl)thieno[2,3-d]pyrimidin-4(3H)-one (3-1) as a pale yellow gum. MS(M+1)=371.1. The reactants are C(CCC)NC1=C2C(=NC(=C1C(=O)OCC)C)NC=N2 (7-butylamino-5-methyl-3H-imidazo[4,5-b]pyridine-6-carboxylic acid, ethyl ester), C(C)OC(=O)C=1C(=C2C(=NC1C)NC(=N2)C)NCCCC (7-butylamino-2,5-dimethyl-3H-imidazo[4,5-b]-pyridine-6-carboxylic acid ethyl ester). The product is O.C(CCC)NC1=C2C(=NC(=C1C(=O)OCC)C)N(C(=N2)C)CC (7-(Butylamino)-3-ethyl-2,5-dimethyl-3H-imidazo[4,5-b]pyridine-6-carboxylic acid, ethyl ester, hydrate). As a reaction SMILES: [CH2:1](NC1C(C(OCC)=[O:13])=C(C)N=C2NC=NC=12)[CH2:2]CC.[CH2:21]([O:23][C:24]([C:26]1[C:27]([NH:37][CH2:38][CH2:39][CH2:40][CH3:41])=[C:28]2[N:35]=[C:34]([CH3:36])[NH:33][C:29]2=[N:30][C:31]=1[CH3:32])=[O:25])[CH3:22]>>[OH2:13].[CH2:38]([NH:37][C:27]1[C:26]([C:24]([O:23][CH2:21][CH3:22])=[O:25])=[C:31]([CH3:32])[N:30]=[C:29]2[N:33]([CH2:1][CH3:2])[C:34]([CH3:36])=[N:35][C:28]=12)[CH2:39][CH2:40][CH3:41] |f:2.3|. Reported procedure: The following additional compounds are prepared by the procedure of Example 2: 7-butylamino-5-methyl-3H-imidazo[4,5-b]pyridine-6-carboxylic acid, ethyl ester, m.p. 120°-122°, and 7-butylamino-2,5-dimethyl-3H-imidazo[4,5-b]-pyridine-6-carboxylic acid ethyl ester, m.p. 148°-149°.